From a dataset of the Open Reaction Database (ORD), a public repository of structured organic reaction records. describe an organic reaction: reactants, conditions, products, and yield The reactants are O=C1CCC(=O)N1Br, CCOC(C)=O, O=C(O)Cc1ccc([N+](=O)[O-])cc1, c1ccccc1. Yields the product O=C(O)C(Br)c1ccc([N+](=O)[O-])cc1. As a reaction SMILES: [Br:20][N:21]1[C:22](=[O:23])[CH2:24][CH2:25][C:26]1=[O:27].[CH3:28][CH2:29][O:30][C:31](=[O:32])[CH3:33].[N+:1](=[O:2])([O-:3])[c:4]1[cH:5][cH:6][c:7]([CH2:10][C:11](=[O:12])[OH:13])[cH:8][cH:9]1.[cH:14]1[cH:15][cH:16][cH:17][cH:18][cH:19]1>>[N+:1](=[O:2])([O-:3])[c:4]1[cH:5][cH:6][c:7]([CH:10]([C:11](=[O:12])[OH:13])[Br:20])[cH:8][cH:9]1. Reactants: C(C)(C)(C)OC(=O)N1C(C=C(C2=CC(=CC=C12)C1=C(C=CC=C1)OC)C(C)O)(C)C.COC1=C(C=CC=C1)C=1C=C2C(=CC(NC2=CC1)(C)C)C(C)OC\C=C\CC (6-(2-Methoxyphenyl)-2,2-dimethyl-4-{1-[((E)-pent-2-enyl)oxy]ethyl}-1,2-dihydroquinoline 4-(1-Hydroxyethyl)-6-(2-methoxyphenyl)-2,2-dimethyl-2H-quinoline-1-carboxylic acid tert-butyl ester), solution, C[Si](C)(C)[N-][Si](C)(C)C.[Na+] (sodium bis(trimethylsilyl)amide). Solvent: C1CCOC1 (THF), BrCC=CCC (1-bromo-2-pentene). Product: C(\C=C\C)OC(C)C1=CC(NC2=CC=C(C=C12)C1=C(C=CC=C1)OC)(C)C (4-{1-[((E)-but-2-enyl)oxy]ethyl}-6-(2-methoxyphenyl)-2,2-dimethyl-2H-quinoline). Yield: 92.8%. Reaction SMILES: C(OC(N1C2C(=CC(C3C=CC=CC=3OC)=CC=2)C(C(O)C)=CC1(C)C)=O)(C)(C)C.[CH3:31][O:32][C:33]1[CH:38]=[CH:37][CH:36]=[CH:35][C:34]=1[C:39]1[CH:40]=[C:41]2[C:46](=[CH:47][CH:48]=1)[NH:45][C:44]([CH3:50])([CH3:49])[CH:43]=[C:42]2[CH:51]([O:53][CH2:54]/[CH:55]=[CH:56]/[CH2:57]C)[CH3:52].C[Si]([N-][Si](C)(C)C)(C)C.[Na+]>C1COCC1.BrCC=CCC>[CH2:54]([O:53][CH:51]([C:42]1[C:41]2[C:46](=[CH:47][CH:48]=[C:39]([C:34]3[CH:35]=[CH:36][CH:37]=[CH:38][C:33]=3[O:32][CH3:31])[CH:40]=2)[NH:45][C:44]([CH3:50])([CH3:49])[CH:43]=1)[CH3:52])/[CH:55]=[CH:56]/[CH3:57] |f:0.1,2.3|. Procedure: 6-(2-Methoxyphenyl)-2,2-dimethyl-4-{1-[((E)-pent-2-enyl)oxy]ethyl}-1,2-dihydroquinoline 4-(1-Hydroxyethyl)-6-(2-methoxyphenyl)-2,2-dimethyl-2H-quinoline-1-carboxylic acid tert-butyl ester (70 mg) was treated with 220 μL of 1 M solution of sodium bis(trimethylsilyl)amide in THF and 26 μL of 1-bromo-2-pentene to give the alkylated product, which was deprotected to yield 30 mg of the title compound as an oil. Starting materials: C(=O)(O)[O-].[Na+] (NaHCO3), ClC(C(Cl)(Cl)Cl)(Cl)Cl (hexachloroethane), [Li]C(C)CC (s-BuLi), C1CCCCC1 (cyclohexane), C(C)(C)(C)C1=CC=C(C(=O)NCC)C=C1 (4-t-Butyl-N-ethylbenzamide), CN(C)CCN(C)C (TMEDA). Run in C1CCOC1 (THF), C1CCOC1 (THF). Run at temperature -78 celsius. Product: ClC1=C(C(=O)NCC)C=CC(=C1)C(C)(C)C (2-chloro-4-t-butyl-N-ethylbenzamide). The yield is 86.9%. Reaction SMILES: [Li]C(CC)C.C1CCCCC1.[C:12]([C:16]1[CH:26]=[CH:25][C:19]([C:20]([NH:22][CH2:23][CH3:24])=[O:21])=[CH:18][CH:17]=1)([CH3:15])([CH3:14])[CH3:13].CN(CCN(C)C)C.[Cl:35]C(Cl)(Cl)C(Cl)(Cl)Cl.C([O-])(O)=O.[Na+]>C1COCC1>[Cl:35][C:18]1[CH:17]=[C:16]([C:12]([CH3:13])([CH3:15])[CH3:14])[CH:26]=[CH:25][C:19]=1[C:20]([NH:22][CH2:23][CH3:24])=[O:21] |f:5.6|. Procedure: 1.3M s-BuLi in cyclohexane (41 mL, 0.053 mol) was added dropwise to a solution of the above amide (5 g, 0.024 mol) and TMEDA (4 ml, 0.027 mol) in THF, cooled to -78° C. under nitrogen. After 30 min a solution of hexachloroethane (6.4 g, 0.027 mol) in THF was added. After 0.5 h at -78° C. the reaction mixture was warmed to -30° C. and poured into dilute aq NaHCO3 and extracted with ether. The ether extract was washed with water and brine, dried (MgSO4) and concentrated. The resulting solid was re... Starting materials: CC(=O)C (acetone), S1C(=CC=C1)CC(=O)Cl (2-thienylacetyl chloride), CC(=O)C (acetone), NC1[C@@H]2N(C(=C(CS2)C=CC2=NN=NN2C)C(=O)O)C1=O (7-amino-3-(1-methyl-1H-tetrazol-5-yl)vinyl-3-cephem-4-carboxylic acid), C(O)([O-])=O.[Na+] (sodium hydrogencarbonate). The solvent is O (water). The product is S1C(=CC=C1)CC(=O)NC1[C@@H]2N(C(=C(CS2)C=CC2=NN=NN2C)C(=O)O)C1=O (7-(2-thienylacetamido)-3-(1-methyl-1H-tetrazol-5-yl)vinyl-3-cephem-4-carboxylic acid). Yield: 101.1%. As a reaction SMILES: [NH2:1][CH:2]1[C:20](=[O:21])[N:4]2[C:5]([C:17]([OH:19])=[O:18])=[C:6]([CH:9]=[CH:10][C:11]3[N:15]([CH3:16])[N:14]=[N:13][N:12]=3)[CH2:7][S:8][C@H:3]12.C(=O)([O-])O.[Na+].CC(C)=O.[S:31]1[CH:35]=[CH:34][CH:33]=[C:32]1[CH2:36][C:37](Cl)=[O:38]>O>[S:31]1[CH:35]=[CH:34][CH:33]=[C:32]1[CH2:36][C:37]([NH:1][CH:2]1[C:20](=[O:21])[N:4]2[C:5]([C:17]([OH:19])=[O:18])=[C:6]([CH:9]=[CH:10][C:11]3[N:15]([CH3:16])[N:14]=[N:13][N:12]=3)[CH2:7][S:8][C@H:3]12)=[O:38] |f:1.2|. Procedure: In 40 ml of water were dissolved 416 mg of 7-amino-3-(1-methyl-1H-tetrazol-5-yl)vinyl-3-cephem-4-carboxylic acid and 660 mg of sodium hydrogencarbonate. To the solution was added 10 ml of acetone and further added dropwise with stirring at 0°-5° C., 20 ml of an acetone solution containing 323 mg of 2-thienylacetyl chloride. The mixture was stirred for 30 minutes under ice-cooling and for additional 3 hours at room temperature. The acetone was distilled off at room temperature under reduced press... RXN SMILES: [B:27]([Br:28])([Br:29])[Br:30].[CH2:1]([c:2]1[cH:3][cH:4][cH:5][cH:6][cH:7]1)[c:8]1[c:9]([CH3:26])[n:10]([CH3:25])[c:11]2[cH:12][cH:13][c:14](-[c:17]3[cH:18][cH:19][c:20]([O:23][CH3:24])[cH:21][cH:22]3)[cH:15][c:16]12.[Cl:31][CH2:32][Cl:33]>>[CH2:1]([c:2]1[cH:3][cH:4][cH:5][cH:6][cH:7]1)[c:8]1[c:9]([CH3:26])[n:10]([CH3:25])[c:11]2[cH:12][cH:13][c:14](-[c:17]3[cH:18][cH:19][c:20]([OH:23])[cH:21][cH:22]3)[cH:15][c:16]12. Yields the product Cc1c(Cc2ccccc2)c2cc(-c3ccc(O)cc3)ccc2n1C. Reactants: BrB(Br)Br, COc1ccc(-c2ccc3c(c2)c(Cc2ccccc2)c(C)n3C)cc1, ClCCl. The reactants are [N+](=O)([O-])C1=CC=C(C[C@@H](N)C(=O)O)C=C1 (p-nitro-D-phenylalanine), ClS(=O)(=O)C1=C(C(=O)OC)C=CC=C1 (methyl 2-chlorosulfonylbenzoate), [OH-].[Na+] (sodium hydroxide), C([O-])(O)=O.[Na+] (sodium bicarbonate), ice. Run in O1CCOCC1 (dioxan). Reaction conditions: time 9 hour. Yields the product COC(=O)C1=C(C=CC=C1)S(=O)(=O)N[C@H](CC1=CC=C(C=C1)[N+](=O)[O-])C(=O)O (N-[[o-(methoxycarbonyl)phenyl]sulfonyl]-3-(p-nitrophenyl)-D-alanine). Yield: 71.6%. Reaction SMILES: [N+:1]([C:4]1[CH:15]=[CH:14][C:7]([CH2:8][C@H:9]([C:11]([OH:13])=[O:12])[NH2:10])=[CH:6][CH:5]=1)([O-:3])=[O:2].[OH-].[Na+].C(=O)(O)[O-].[Na+].Cl[S:24]([C:27]1[CH:36]=[CH:35][CH:34]=[CH:33][C:28]=1[C:29]([O:31][CH3:32])=[O:30])(=[O:26])=[O:25]>O1CCOCC1>[CH3:32][O:31][C:29]([C:28]1[CH:33]=[CH:34][CH:35]=[CH:36][C:27]=1[S:24]([NH:10][C@@H:9]([C:11]([OH:13])=[O:12])[CH2:8][C:7]1[CH:6]=[CH:5][C:4]([N+:1]([O-:3])=[O:2])=[CH:15][CH:14]=1)(=[O:26])=[O:25])=[O:30] |f:1.2,3.4|. Procedure details: 2.3 g of p-nitro-D-phenylalanine are suspended in 25 ml of dioxan and treated with 10 ml of 1N sodium hydroxide solution and 1.7 g of sodium bicarbonate. A solution of 2.6 g of methyl 2-chlorosulfonylbenzoate in 22 ml of dioxanl is added dropwise thereto and the mixture is stirred at room temperature for 9 hours. The reaction mixture is poured into ice-cold 2N hydrochloric acid and extracted with ethyl acetate. The organic phase is washed with water, dried and evaporated. There are obtained 3.2 ...